Dataset: the Open Reaction Database (ORD), a public repository of structured organic reaction records. Task: describe an organic reaction: reactants, conditions, products, and yield The reactants are COCCN, Cc1ccc(S(=O)(=O)OCc2noc(C(CCCC3CCCCC3)CC(=O)OC(C)(C)C)n2)cc1. Yields the product COCCNCc1noc(C(CCCC2CCCCC2)CC(=O)OC(C)(C)C)n1. As a reaction SMILES: [CH3:36][O:37][CH2:38][CH2:39][NH2:40].[CH:1]1([CH2:7][CH2:8][CH2:9][CH:10]([CH2:11][C:12](=[O:13])[O:14][C:15]([CH3:16])([CH3:17])[CH3:18])[c:19]2[n:20][c:21]([CH2:24][O:25][S:26]([c:27]3[cH:28][cH:29][c:30]([CH3:31])[cH:32][cH:33]3)(=[O:34])=[O:35])[n:22][o:23]2)[CH2:2][CH2:3][CH2:4][CH2:5][CH2:6]1>>[CH:1]1([CH2:7][CH2:8][CH2:9][CH:10]([CH2:11][C:12](=[O:13])[O:14][C:15]([CH3:16])([CH3:17])[CH3:18])[c:19]2[n:20][c:21]([CH2:24][NH:40][CH2:39][CH2:38][O:37][CH3:36])[n:22][o:23]2)[CH2:2][CH2:3][CH2:4][CH2:5][CH2:6]1. Starting materials: N[C@H]1CN(CCC1)C(=O)C1=CC2=C(N(C(=N2)C2=CC=3C(=NC=CC3)N2CC2CC2)C)C=C1 ((R)-(3-aminopiperidin-1-yl)(2-(1-(cyclopropylmethyl)-1H-pyrrolo[2,3-b]pyridin-2-yl)-1-methyl-1H-benzo[d]imidazol-5-yl)methanone), Cl (HCl). Solvent: C(C)O (ethanol), ClCCl (dichloromethane). Yields the product Cl.N[C@H]1CN(CCC1)C(=O)C1=CC2=C(N(C(=N2)C2=CC=3C(=NC=CC3)N2CC2CC2)C)C=C1 ((R)-(3-Aminopiperidin-1-yl)(2-(1-(cyclopropylmethyl)-1H-pyrrolo[2,3-b]pyridin-2-yl)-1-methyl-1H-benzo[d]imidazol-5-yl)methanone, hydrochloride). Isolated yield 96.8%. Reaction SMILES: [NH2:1][C@@H:2]1[CH2:7][CH2:6][CH2:5][N:4]([C:8]([C:10]2[CH:32]=[CH:31][C:13]3[N:14]([CH3:30])[C:15]([C:17]4[N:25]([CH2:26][CH:27]5[CH2:29][CH2:28]5)[C:20]5=[N:21][CH:22]=[CH:23][CH:24]=[C:19]5[CH:18]=4)=[N:16][C:12]=3[CH:11]=2)=[O:9])[CH2:3]1.[ClH:33]>ClCCl.C(O)C>[ClH:33].[NH2:1][C@@H:2]1[CH2:7][CH2:6][CH2:5][N:4]([C:8]([C:10]2[CH:32]=[CH:31][C:13]3[N:14]([CH3:30])[C:15]([C:17]4[N:25]([CH2:26][CH:27]5[CH2:28][CH2:29]5)[C:20]5=[N:21][CH:22]=[CH:23][CH:24]=[C:19]5[CH:18]=4)=[N:16][C:12]=3[CH:11]=2)=[O:9])[CH2:3]1 |f:4.5|. Procedure details: To a solution of (R)-(3-aminopiperidin-1-yl)(2-(1-(cyclopropylmethyl)-1H-pyrrolo[2,3-b]pyridin-2-yl)-1-methyl-1H-benzo[d]imidazol-5-yl)methanone (2.61 g, 6.09 mmol) in dichloromethane (DCM) (1.5 mL) was added HCl (2M in diethyl ether) (3 ml, 6.00 mmol). The mixture was sonicated for 2 minutes and then concentrated under vacuum to afford a yellow solid. This was dissolved in a minimum volume of hot ethanol. The solvent was removed under nitrogen and the product dried in a vacuum pistol at 50° C. ... The reactants are CCN(C(C)C)C(C)C, ClC(Cl)Cl, Cc1cnn(C)c1-c1cc(C(=O)O)sc1Cl, NC(Cc1c(F)cccc1F)C(=O)O, NC(Cc1cc(F)ccc1F)CN1C(=O)c2ccccc2C1=O. The product is Cc1cnn(C)c1-c1cc(C(=O)NC(Cc2cc(F)ccc2F)CN2C(=O)c3ccccc3C2=O)sc1Cl. As a reaction SMILES: [CH:54]([N:55]([CH2:56][CH3:57])[CH:58]([CH3:59])[CH3:60])([CH3:61])[CH3:62].[CH:63]([Cl:64])([Cl:65])[Cl:66].[Cl:1][c:2]1[c:3](-[c:10]2[c:11]([CH3:16])[cH:12][n:13][n:14]2[CH3:15])[cH:4][c:5]([C:7](=[O:8])[OH:9])[s:6]1.[F:40][c:41]1[cH:42][cH:43][cH:44][c:45]([F:46])[c:47]1[CH2:48][CH:49]([C:50]([OH:51])=[O:52])[NH2:53].[NH2:17][CH:18]([CH2:19][N:20]1[C:21](=[O:30])[c:22]2[cH:23][cH:24][cH:25][cH:26][c:27]2[C:28]1=[O:29])[CH2:31][c:32]1[c:33]([F:39])[cH:34][cH:35][c:36]([F:38])[cH:37]1>>[Cl:1][c:2]1[c:3](-[c:10]2[c:11]([CH3:16])[cH:12][n:13][n:14]2[CH3:15])[cH:4][c:5]([C:7](=[O:9])[NH:17][CH:18]([CH2:19][N:20]2[C:21](=[O:30])[c:22]3[cH:23][cH:24][cH:25][cH:26][c:27]3[C:28]2=[O:29])[CH2:31][c:32]2[c:33]([F:39])[cH:34][cH:35][c:36]([F:38])[cH:37]2)[s:6]1.